From a dataset of the Open Reaction Database (ORD), a public repository of structured organic reaction records. describe an organic reaction: reactants, conditions, products, and yield The reactants are FC=1C=CC=C2CCC(C12)NC1=NC2=CC=C(C=C2C=C1)N (rac-N2-(7-fluoro-indan-1-yl)-quinoline-2,6-diamine), C(C)(C)N=C=O (isopropyl isocyanate). Product: FC=1C=CC=C2CCC(C12)NC1=NC2=CC=C(C=C2C=C1)NC(=O)NC(C)C (rac-1-[2-(7-Fluoro-indan-1-ylamino)-quinolin-6-yl]-3-isopropyl-urea). As a reaction SMILES: [F:1][C:2]1[CH:3]=[CH:4][CH:5]=[C:6]2[C:10]=1[CH:9]([NH:11][C:12]1[CH:21]=[CH:20][C:19]3[C:14](=[CH:15][CH:16]=[C:17]([NH2:22])[CH:18]=3)[N:13]=1)[CH2:8][CH2:7]2.[CH:23]([N:26]=[C:27]=[O:28])([CH3:25])[CH3:24]>>[F:1][C:2]1[CH:3]=[CH:4][CH:5]=[C:6]2[C:10]=1[CH:9]([NH:11][C:12]1[CH:21]=[CH:20][C:19]3[C:14](=[CH:15][CH:16]=[C:17]([NH:22][C:27]([NH:26][CH:23]([CH3:25])[CH3:24])=[O:28])[CH:18]=3)[N:13]=1)[CH2:8][CH2:7]2. Procedure: The title compound was prepared in accordance with the general method described in example 3 from rac-N2-(7-fluoro-indan-1-yl)-quinoline-2,6-diamine and isopropyl isocyanate; MS: m/e=379.4 (M+H+). As a reaction SMILES: [C:1]([CH3:2])([CH3:3])([CH3:4])[O:5][C:6](=[O:7])[N:8]([CH:9]1[CH2:10][CH2:11][CH:12]([CH2:15][CH2:16][CH2:17][CH2:18][C:19](=[O:20])[OH:21])[CH2:13][CH2:14]1)[CH3:22].[CH2:23]([CH3:24])[NH:25][CH2:26][CH3:27].[CH3:28][CH2:29][N:30]=[C:31]=[N:32][CH2:33][CH2:34][CH2:35][N:36]([CH3:37])[CH3:38].[Cl:49][CH2:50][Cl:51].[OH:39][n:40]1[c:41]2[c:42]([cH:43][cH:44][cH:45][cH:46]2)[n:47][n:48]1>>[C:1]([CH3:2])([CH3:3])([CH3:4])[O:5][C:6](=[O:7])[N:8]([CH:9]1[CH2:10][CH2:11][CH:12]([CH2:15][CH2:16][CH2:17][CH2:18][C:19](=[O:21])[N:25]([CH2:23][CH3:24])[CH2:26][CH3:27])[CH2:13][CH2:14]1)[CH3:22]. Product: CCN(CC)C(=O)CCCCC1CCC(N(C)C(=O)OC(C)(C)C)CC1. Starting materials: CN(C(=O)OC(C)(C)C)C1CCC(CCCCC(=O)O)CC1, CCNCC, CCN=C=NCCCN(C)C, ClCCl, On1nnc2ccccc21. Reactants: N(=NC(=O)OCC)C(=O)OCC (diethyl azodicarboxylate), ClC1=CC=C([C@H](C[N+](=O)[O-])[C@@H]2[C@@H](CCCC2)O)C=C1 (rac-(1S*)-cis-2-[(R*)-4-chloro-α-(nitromethyl)benzyl]cyclohexanol), C1(=CC=CC=C1)P(C1=CC=CC=C1)C1=CC=CC=C1 (triphenylphosphine), [N+](=O)([O-])C1=CC=C(C(=O)O)C=C1 (p-nitrobenzoic acid). The solvent is O1CCCC1 (tetrahydrofuran), O1CCCC1 (tetrahydrofuran). Run at time 5 hour. The product is [N+](=O)([O-])C1=CC=C(C(=O)O[C@H]2[C@@H](CCCC2)[C@H](C2=CC=C(C=C2)Cl)C[N+](=O)[O-])C=C1 (rac-(1R*)-trans-2-[(R*)-4-chloro-α-(nitromethyl)benzyl]cyclohexyl p-nitrobenzoate). As a reaction SMILES: [Cl:1][C:2]1[CH:19]=[CH:18][C:5]([C@@H:6]([C@H:11]2[CH2:16][CH2:15][CH2:14][CH2:13][C@H:12]2[OH:17])[CH2:7][N+:8]([O-:10])=[O:9])=[CH:4][CH:3]=1.C1(P(C2C=CC=CC=2)C2C=CC=CC=2)C=CC=CC=1.[N+:39]([C:42]1[CH:50]=[CH:49][C:45]([C:46](O)=[O:47])=[CH:44][CH:43]=1)([O-:41])=[O:40].N(C(OCC)=O)=NC(OCC)=O>O1CCCC1>[N+:39]([C:42]1[CH:43]=[CH:44][C:45]([C:46]([O:17][C@@H:12]2[CH2:13][CH2:14][CH2:15][CH2:16][C@H:11]2[C@@H:6]([CH2:7][N+:8]([O-:10])=[O:9])[C:5]2[CH:18]=[CH:19][C:2]([Cl:1])=[CH:3][CH:4]=2)=[O:47])=[CH:49][CH:50]=1)([O-:41])=[O:40]. Procedure details: 9.1 g (32.1 mmol) of rac-(1S*)-cis-2-[(R*)-4-chloro-α-(nitromethyl)benzyl]cyclohexanol, 16.8 g (64.2 mmol) of triphenylphosphine and 10.8 g (64.2 mmol) of p-nitrobenzoic acid are dissolved in 180 ml of tetrahydrofuran. To this solution is added dropwise with 30 minutes a solution of 11.3 g (64.2 mmol) of diethyl azodicarboxylate in 80 ml of tetrahydrofuran and the mixture is subsequently stirred at room temperature for 5 hours. After distilling off the solvent the residue obtained is chromatogra... The reactants are C(C)(=O)SCC(C(=O)O)C(C)C1=CC=C(C=C1)O (2-acetylthiomethyl-3-(4-hydroxyphenyl)butanoic acid), C(C1=CC=CC=C1)OC([C@@H](N)CC1=CC=C(C=C1)O)=O (tyrosine benzyl ester). The product is C(C1=CC=CC=C1)OC([C@@H](NC(C(C(C)C1=CC=C(C=C1)O)CSC(C)=O)=O)CC1=CC=C(C=C1)O)=O (N-[2-acetylthiomethyl-3-(4-hydroxyphenyl)-1-oxobutyl]tyrosine benzyl ester). Isolated yield 78.0%. As a reaction SMILES: [C:1]([S:4][CH2:5][CH:6]([CH:10]([C:12]1[CH:17]=[CH:16][C:15]([OH:18])=[CH:14][CH:13]=1)[CH3:11])[C:7]([OH:9])=O)(=[O:3])[CH3:2].[CH2:19]([O:26][C:27](=[O:38])[C@H:28]([CH2:30][C:31]1[CH:36]=[CH:35][C:34]([OH:37])=[CH:33][CH:32]=1)[NH2:29])[C:20]1[CH:25]=[CH:24][CH:23]=[CH:22][CH:21]=1>>[CH2:19]([O:26][C:27](=[O:38])[C@H:28]([CH2:30][C:31]1[CH:32]=[CH:33][C:34]([OH:37])=[CH:35][CH:36]=1)[NH:29][C:7](=[O:9])[CH:6]([CH2:5][S:4][C:1](=[O:3])[CH3:2])[CH:10]([C:12]1[CH:17]=[CH:16][C:15]([OH:18])=[CH:14][CH:13]=1)[CH3:11])[C:20]1[CH:21]=[CH:22][CH:23]=[CH:24][CH:25]=1. Reported procedure: Using the procedure described in Example 60, but starting with 2-acetylthiomethyl-3-(4-hydroxyphenyl)butanoic acid and tyrosine benzyl ester, N-[2-acetylthiomethyl-3-(4-hydroxyphenyl)-1-oxobutyl]tyrosine benzyl ester is obtained in a 78% yield in the form of a white solid, having the following characteristics: Rf =0.16 [hexane/ethyl acetate (65:35 by volume)].